This data is from the Open Reaction Database (ORD), a public repository of structured organic reaction records. The task is: describe an organic reaction: reactants, conditions, products, and yield Reactants: C(C=CC1=CC=CC=C1)=O (cinnamaldehyde), S(=O)(=O)(O)O.NO (hydroxylamine sulfate), [OH-].[Na+] (NaOH). Run in O (water), O (water). Run at temperature 3 celsius. The product is C(C=CC1=CC=CC=C1)=NO (cinnamaldehyde oxime). Isolated yield 70.0%. Reaction SMILES: [CH:1](=O)[CH:2]=[CH:3][C:4]1[CH:9]=[CH:8][CH:7]=[CH:6][CH:5]=1.S(O)(O)(=O)=O.[NH2:16][OH:17].[OH-].[Na+]>O>[CH:1](=[N:16][OH:17])[CH:2]=[CH:3][C:4]1[CH:9]=[CH:8][CH:7]=[CH:6][CH:5]=1 |f:1.2,3.4|. Procedure: 53.3 grams of cinnamaldehyde (0.40 mols) was added to a solution of 39.1 grams of hydroxylamine sulfate (0.48 mols) in 79.5 grams of water. The mixture was cooled in an icewater bath to 3° C. Then a solution of 17.7 grams of NaOH (0.44 mol) in 17.7 grams of water was added over a period of 25 minutes. The formed cinnamaldehyde oxime precipitated. The reaction mixture was warmed to roomtemperature and the crude product was filtered. After recrystallization from toluene pure cinnamaldehyde oxime w... Reactants: [N+](=O)([O-])C1=C(C=CC=C1)S(=O)(=O)N[C@H](C(=O)OC)CC=C ((S)-Methyl 2-(2-nitrophenylsulfonamido)pent-4-enoate), C=C(CCO)CCC (3-Methylene hexan-1-ol), N(=NC(=O)OC(C)C)C(=O)OC(C)C (Diisopropyl azodicarboxylate), C1(=CC=CC=C1)P(C1=CC=CC=C1)C1=CC=CC=C1 (triphenylphosphine). Run in O1CCCC1 (Tetrahydrofuran). Conditions: temperature 0 celsius, time 10 minute. Yields the product C=C(CCN(S(=O)(=O)C1=C(C=CC=C1)[N+](=O)[O-])[C@H](C(=O)OC)CC=C)CCC ((S)-Methyl 2-(N-(3-methylenehexyl)-2-nitrophenylsulfonamido)pent-4-enoate). The yield is 81.7%. Reaction SMILES: [N+:1]([C:4]1[CH:9]=[CH:8][CH:7]=[CH:6][C:5]=1[S:10]([NH:13][C@@H:14]([CH2:19][CH:20]=[CH2:21])[C:15]([O:17][CH3:18])=[O:16])(=[O:12])=[O:11])([O-:3])=[O:2].[CH2:22]=[C:23]([CH2:27][CH2:28][CH3:29])[CH2:24][CH2:25]O.C1(P(C2C=CC=CC=2)C2C=CC=CC=2)C=CC=CC=1.N(C(OC(C)C)=O)=NC(OC(C)C)=O>O1CCCC1>[CH2:22]=[C:23]([CH2:27][CH2:28][CH3:29])[CH2:24][CH2:25][N:13]([C@@H:14]([CH2:19][CH:20]=[CH2:21])[C:15]([O:17][CH3:18])=[O:16])[S:10]([C:5]1[CH:6]=[CH:7][CH:8]=[CH:9][C:4]=1[N+:1]([O-:3])=[O:2])(=[O:12])=[O:11]. Reported procedure: Tetrahydrofuran (30.2 ml) was added to 2.27 g (7.22 mmol) of the title compound produced in step (i) of Example 47 and 1.07 g (9.39 mmol) of the title compound produced in step (ii) of Example 47. The mixture was cooled to 0° C., 2.84 g (10.8 mmol) of triphenylphosphine was added thereto, and the mixture was stirred for 10 min. Diisopropyl azodicarboxylate (2.1 ml, 10.8 mmol) was added thereto. The temperature of the mixture was raised over a period of 2 hr before it was stirred for 19 hr. The s... The reactants are C(C)(C)(C)[Si](OC1=CC=C(C=C1)N)(C)C (4-(tert-Butyl-dimethyl-silanyloxy)-phenylamine), ClCCC(=O)Cl (3-chloropropionyl chloride). Yields the product C(C)(C)(C)[Si](OC1=CC=C(C=C1)NC(CCCl)=O)(C)C (N-[4-(tert-Butyl-dimethyl-silanyloxy)-phenyl]-3-chloro-propionamide). RXN SMILES: [C:1]([Si:5]([CH3:15])([CH3:14])[O:6][C:7]1[CH:12]=[CH:11][C:10]([NH2:13])=[CH:9][CH:8]=1)([CH3:4])([CH3:3])[CH3:2].[Cl:16][CH2:17][CH2:18][C:19](Cl)=[O:20]>>[C:1]([Si:5]([CH3:15])([CH3:14])[O:6][C:7]1[CH:8]=[CH:9][C:10]([NH:13][C:19](=[O:20])[CH2:18][CH2:17][Cl:16])=[CH:11][CH:12]=1)([CH3:4])([CH3:3])[CH3:2]. Procedure details: The title compound, m.p. 126° C. and MS: m/e=313 (M+), was prepared from 4-(tert-Butyl-dimethyl-silanyloxy)-phenylamine and 3-chloropropionyl chloride. Reactants: C(C)(C)(C)OC(NCC1=CC(=CC=C1)I)=O ((3-iodo-benzyl)-carbamic acid tert-butyl ester), NCCN1CCOCC1 (4-(2-aminoethyl)morpholine), C(=O)([O-])[O-].[K+].[K+] (K2CO3), N1[C@H](C(=O)O)CCC1 (L-proline). Reagents/catalysts: [Cu]I (CuI). The solvent is CS(=O)C (DMSO). Reaction conditions: temperature 85 celsius. Yields the product C(C)(C)OC(NCC1=CC(=CC=C1)NCCN1CCOCC1)=O ([3-(2-morpholin-4-yl-ethylamino)-benzyl]-carbamic acid isopropyl ester). Yield: 76.3%. RXN SMILES: [C:1]([O:5][C:6](=[O:16])[NH:7][CH2:8][C:9]1[CH:14]=[CH:13][CH:12]=[C:11](I)[CH:10]=1)([CH3:4])([CH3:3])C.[NH2:17][CH2:18][CH2:19][N:20]1[CH2:25][CH2:24][O:23][CH2:22][CH2:21]1.C([O-])([O-])=O.[K+].[K+].N1CCC[C@H]1C(O)=O>[Cu]I.CS(C)=O>[CH:1]([O:5][C:6](=[O:16])[NH:7][CH2:8][C:9]1[CH:14]=[CH:13][CH:12]=[C:11]([NH:17][CH2:18][CH2:19][N:20]2[CH2:25][CH2:24][O:23][CH2:22][CH2:21]2)[CH:10]=1)([CH3:3])[CH3:4] |f:2.3.4|. Procedure: A mixture of (3-iodo-benzyl)-carbamic acid tert-butyl ester (272 mg, 0.816 mmol), 4-(2-aminoethyl)morpholine (0.16 mL, 1.225 mmol), K2CO3 (232 mg, 1.679 mmol), CuI (19 mg, 0.10 mmol), L-proline (19 mg, 0.163 mmol) and DMSO (5 mL) was heated at 85° C. for 1 h. The reaction was cooled, poured onto water and the aqueous layer extracted with EtOAc (×3). The organic layers were combined and washed with water, brine and dried (Na2SO4). Chromatography (MeOH/EtOAc) afforded [3-(2-morpholin-4-yl-ethylami... Starting materials: CO, O=[N+]([O-])c1ccc2c(c1)C(c1ccccc1Cl)=NCC(=S)N2, N, C1CCOC1. Yields the product NC1=Nc2ccc([N+](=O)[O-])cc2C(c2ccccc2Cl)=NC1. RXN SMILES: [CH3:24][OH:25].[Cl:1][c:2]1[c:3]([C:8]2=[N:9][CH2:10][C:11](=[S:22])[NH:12][c:13]3[c:14]2[cH:15][c:16]([N+:19](=[O:20])[O-:21])[cH:17][cH:18]3)[cH:4][cH:5][cH:6][cH:7]1.[NH3:23].[O:26]1[CH2:27][CH2:28][CH2:29][CH2:30]1>>[Cl:1][c:2]1[c:3]([C:8]2=[N:9][CH2:10][C:11]([NH2:23])=[N:12][c:13]3[c:14]2[cH:15][c:16]([N+:19](=[O:20])[O-:21])[cH:17][cH:18]3)[cH:4][cH:5][cH:6][cH:7]1. The reactants are Cc1cc(Cl)ccc1Br, CCOC(=O)c1ccccc1B1OC(C)(C)C(C)(C)O1, Cc1ccccc1, [K+], [K+], [K+], O, O=P([O-])([O-])[O-]. Yields the product CCOC(=O)c1ccccc1-c1ccc(Cl)cc1C. RXN SMILES: [Br:1][c:2]1[c:3]([CH3:9])[cH:4][c:5]([Cl:8])[cH:6][cH:7]1.[CH3:10][C:11]1([CH3:12])[C:13]([CH3:14])([CH3:15])[O:16][B:17]([c:18]2[c:19]([C:20](=[O:21])[O:22][CH2:23][CH3:24])[cH:25][cH:26][cH:27][cH:28]2)[O:29]1.[CH3:30][c:31]1[cH:32][cH:33][cH:34][cH:35][cH:36]1.[K+:42].[K+:43].[K+:44].[OH2:45].[P:37]([O-:38])([O-:39])([O-:40])=[O:41]>>[c:2]1(-[c:18]2[c:19]([C:20](=[O:21])[O:22][CH2:23][CH3:24])[cH:25][cH:26][cH:27][cH:28]2)[c:3]([CH3:9])[cH:4][c:5]([Cl:8])[cH:6][cH:7]1. Starting materials: acid chloride, FC1=CC=C(C=C1)C=CC(C(=O)O)C(C)C (4-(4-fluorophenyl)-2-isopropyl-3-butenoic acid), ClC1=CC=C(C=C1)C=CC(C(=O)O)C(C)C (4-(4-chlorophenyl)-2-isopropyl-3-butenoic acid), FC1=CC=C(OC2=CC=CC(=N2)CO)C=C1 ([6-(4-fluorophenoxy)-2-pyridyl] methanol). Product: FC1=CC=C(C=C1)C=CC(C(=O)OCC1=NC(=CC=C1)OC1=CC=C(C=C1)F)C(C)C ([6-(4-fluorophenoxy)-2-pyridyl]methyl 4-(4-fluorophenyl)-2-isopropyl-3-butenoate), ClC1=CC=C(C=C1)C=CC(C(=O)OCC1=NC(=CC=C1)OC1=CC=C(C=C1)F)C(C)C ([6-(4-fluorophenoxy)-2-pyridyl]methyl 4-(4-chlorophenyl)-2-isopropyl-3-butenoate). RXN SMILES: [F:1][C:2]1[CH:7]=[CH:6][C:5]([CH:8]=[CH:9][CH:10]([CH:14]([CH3:16])[CH3:15])[C:11]([OH:13])=[O:12])=[CH:4][CH:3]=1.[Cl:17][C:18]1[CH:23]=[CH:22][C:21]([CH:24]=[CH:25][CH:26]([CH:30]([CH3:32])[CH3:31])[C:27]([OH:29])=[O:28])=[CH:20][CH:19]=1.[F:33][C:34]1[CH:48]=[CH:47][C:37]([O:38][C:39]2[N:44]=[C:43]([CH2:45]O)[CH:42]=[CH:41][CH:40]=2)=[CH:36][CH:35]=1>>[F:1][C:2]1[CH:3]=[CH:4][C:5]([CH:8]=[CH:9][CH:10]([CH:14]([CH3:16])[CH3:15])[C:11]([O:13][CH2:45][C:43]2[CH:42]=[CH:41][CH:40]=[C:39]([O:38][C:37]3[CH:47]=[CH:48][C:34]([F:33])=[CH:35][CH:36]=3)[N:44]=2)=[O:12])=[CH:6][CH:7]=1.[Cl:17][C:18]1[CH:19]=[CH:20][C:21]([CH:24]=[CH:25][CH:26]([CH:30]([CH3:32])[CH3:31])[C:27]([O:29][CH2:45][C:43]2[CH:42]=[CH:41][CH:40]=[C:39]([O:38][C:37]3[CH:47]=[CH:48][C:34]([F:33])=[CH:35][CH:36]=3)[N:44]=2)=[O:28])=[CH:22][CH:23]=1. Procedure details: By the procedure of Example 1, the acid chloride of each of 4-(4-fluorophenyl)-2-isopropyl-3-butenoic acid and 4-(4-chlorophenyl)-2-isopropyl-3-butenoic acid is reacted with [6-(4-fluorophenoxy)-2-pyridyl] methanol, yielding [6-(4-fluorophenoxy)-2-pyridyl]methyl 4-(4-fluorophenyl)-2-isopropyl-3-butenoate and [6-(4-fluorophenoxy)-2-pyridyl]methyl 4-(4-chlorophenyl)-2-isopropyl-3-butenoate, respectively. The reactants are CC(C)(C)NS(=O)(=O)c1ccc(Br)cc1, CCOC(C)=O, CI, [K+], [K+], O=C([O-])[O-], CN(C)C=O, O. Product: CN(C(C)(C)C)S(=O)(=O)c1ccc(Br)cc1. As a reaction SMILES: [Br:6][c:7]1[cH:8][cH:9][c:10]([S:13](=[O:14])(=[O:15])[NH:16][C:17]([CH3:18])([CH3:19])[CH3:20])[cH:11][cH:12]1.[CH3:29][CH2:30][O:31][C:32](=[O:33])[CH3:34].[I:21][CH3:22].[K+:23].[K+:24].[O-:25][C:26]([O-:27])=[O:28].[O:1]=[CH:2][N:3]([CH3:4])[CH3:5].[OH2:35]>>[CH3:2][N:16]([S:13]([c:10]1[cH:9][cH:8][c:7]([Br:6])[cH:12][cH:11]1)(=[O:14])=[O:15])[C:17]([CH3:18])([CH3:19])[CH3:20].